From a dataset of the Open Reaction Database (ORD), a public repository of structured organic reaction records. describe an organic reaction: reactants, conditions, products, and yield Reactants: NC1=C(C=C2C(C(=CN3C(CCC1=C23)C)C(=O)O)=O)F (8-amino-6,7-dihydro-9-fluoro-5-methyl-1-oxo-1H,5H-benzo[ij]quinolizine-2-carboxylic acid), COC1OC(CC1)OC (2,5-dimethoxytetrahydrofuran). Solvent: C(C)(=O)O (acetic acid). The product is O.FC1=C(C=2CCC(N3C=C(C(C(C23)=C1)=O)C(=O)O)C)N1C=CC=C1 (6,7-dihydro-9-fluoro-5-methyl-1-oxo-8-(1-pyrryl)-1H,5H-benzo[ij]quinolizine-2-carboxylic acid hydrate). Reaction SMILES: [NH2:1][C:2]1[C:13]2=[C:14]3[N:9]([CH:10]([CH3:15])[CH2:11][CH2:12]2)[CH:8]=[C:7]([C:16]([OH:18])=[O:17])[C:6](=[O:19])[C:5]3=[CH:4][C:3]=1[F:20].CO[CH:23]1[CH2:27][CH2:26][CH:25](OC)O1>C(O)(=O)C>[OH2:17].[F:20][C:3]1[CH:4]=[C:5]2[C:14]3[N:9]([CH:8]=[C:7]([C:16]([OH:18])=[O:17])[C:6]2=[O:19])[CH:10]([CH3:15])[CH2:11][CH2:12][C:13]=3[C:2]=1[N:1]1[CH:23]=[CH:27][CH:26]=[CH:25]1 |f:3.4|. Procedure: To a suspension of 1.0 g of 8-amino-6,7-dihydro-9-fluoro-5-methyl-1-oxo-1H,5H-benzo[ij]quinolizine-2-carboxylic acid in 20 ml of warm galcial acetic acid was added 1.0 g 2,5-dimethoxytetrahydrofuran. The mixture was heated at reflux for 30 minutes. The product which precipitated was separated by filtration and washed with water to provide yellowish-white crystals of 6,7-dihydro-9-fluoro-5-methyl-1-oxo-8-(1-pyrryl)-1H,5H-benzo[ij]quinolizine-2-carboxylic acid hydrate, m.p. 300° C. Analysis: Calcu...